From a dataset of the Open Reaction Database (ORD), a public repository of structured organic reaction records. describe an organic reaction: reactants, conditions, products, and yield Product: ClC(C1=C(C=CC=C1)F)=O (α-chloro-2-fluorobenzaldehyde). Conditions: time 20 hour. Isolated yield 39.6%. Starting materials: C1(=CC=CC=C1)NNC(C1=C(C=CC=C1)F)=O (2-fluorobenzoic acid, 2-phenylhydrazide), P(Cl)(Cl)(Cl)(Cl)Cl (PCl5), O (water), C1(=CC=CC=C1)O (phenol). As a reaction SMILES: C1(NN[C:9](=[O:17])[C:10]2[CH:15]=[CH:14][CH:13]=[CH:12][C:11]=2[F:16])C=CC=CC=1.P(Cl)(Cl)(Cl)(Cl)[Cl:19].C1(O)C=CC=CC=1.O>C(OCC)C.CO>[Cl:19][C:9](=[O:17])[C:10]1[CH:15]=[CH:14][CH:13]=[CH:12][C:11]=1[F:16]. Procedure: A mixture of 5.5 g of 2-fluorobenzoic acid, 2-phenylhydrazide, 6.0 g of PCl5 and 20 ml of diethyl ether was refluxed for 1 hour, under nitrogen, and then permitted to stand at ambient temperature for about 20 hours. In the following order, a solution of 5 g of phenol in 5 ml of diethyl ether, 30 ml of methanol, and sufficient water to reach the solution cloud point, were added, dropwise, to the reaction mixture. The mixture was extracted with diethyl ether and the extract washed with water, drie... Run in C(C)OCC (diethyl ether), C(C)OCC (diethyl ether), CO (methanol). The reactants are C([O-])([O-])=O.[K+].[K+] (Potassium carbonate), CN(C)C=O (DMF), C(C=1C(O)=CC=CC1)=O (salicylaldehyde), ClC1=CC=C(CCl)C=C1 (4-chlorobenzyl chloride), CN(C)C=O (DMF). Run in CCOCC (ether). Run at time 10 minute. Yields the product ClC1=CC=C(COC2=C(C=O)C=CC=C2)C=C1 (2-(4-chlorobenzyloxy)benzaldehyde). As a reaction SMILES: C(=O)([O-])[O-].[K+].[K+].CN(C=O)C.[CH:12](=[O:20])[C:13]1[C:14](=[CH:16][CH:17]=[CH:18][CH:19]=1)[OH:15].[Cl:21][C:22]1[CH:29]=[CH:28][C:25]([CH2:26]Cl)=[CH:24][CH:23]=1>CCOCC>[Cl:21][C:22]1[CH:29]=[CH:28][C:25]([CH2:26][O:15][C:14]2[CH:16]=[CH:17][CH:18]=[CH:19][C:13]=2[CH:12]=[O:20])=[CH:24][CH:23]=1 |f:0.1.2|. Procedure details: Potassium carbonate (33.17 g) and DMF (180 ml) were added to salicylaldehyde (24.42 g), and the mixture was stirred at room temperature for 10 minutes. Then a mixture of 4-chlorobenzyl chloride (33.82 g) and DMF (20 ml) was added at room temperature over 15 minutes, and the mixture was stirred at 60° C. for 3 hours. After completion of the reaction, ether (500 ml) was added, and the mixture was washed with water (400 ml) three times, dried over anhydrous magnesium sulfate and concentrated under ... As a reaction SMILES: [CH:1]([CH:3]1[CH2:11][CH2:10][C:5]2([O:9][CH2:8][CH2:7][O:6]2)[CH:4]1[CH2:12][CH2:13][CH2:14][CH2:15][CH2:16][CH2:17][CH2:18][OH:19])=O.[CH3:20][CH:21]([CH2:44][CH2:45][CH2:46][CH3:47])[C:22]([CH:24]=P(C1C=CC=CC=1)(C1C=CC=CC=1)C1C=CC=CC=1)=[O:23]>O1CCCC1>[OH:19][CH2:18][CH2:17][CH2:16][CH2:15][CH2:14][CH2:13][CH2:12][CH:4]1[CH:3]([CH:1]=[CH:24][C:22](=[O:23])[CH:21]([CH3:20])[CH2:44][CH2:45][CH2:46][CH3:47])[CH2:11][CH2:10][C:5]21[O:9][CH2:8][CH2:7][O:6]2. Procedure details: A mixture of 7-formyl-6-(7-hydroxyheptyl)-1,4-dioxaspiro[4,4]nonane (3.88 g.) and 2-methylhexanoylmethylenetriphenylphosphorane (6.0 g.) in dry tetrahydrofuran (30 ml.) was heated to reflux under nitrogen for 18 hours. The solvent was removed in vacuo and the residue triturated with petroleum ether (b.p. 60°-80° C.), allowed to stand at 0° C., filtered to remove triphenylphosphine oxide and the filtrate evaporated to give 6-(7-hydroxyheptyl)-7-(4-methyl-3-oxooct-1-enyl)-1,4-dioxaspiro[4,4]nonane... Reactants: C(=O)C1C(C2(OCCO2)CC1)CCCCCCCO (7-formyl-6-(7-hydroxyheptyl)-1,4-dioxaspiro[4,4]nonane), CC(C(=O)C=P(C1=CC=CC=C1)(C1=CC=CC=C1)C1=CC=CC=C1)CCCC (2-methylhexanoylmethylenetriphenylphosphorane). Yields the product OCCCCCCCC1C2(OCCO2)CCC1C=CC(C(CCCC)C)=O (6-(7-hydroxyheptyl)-7-(4-methyl-3-oxooct-1-enyl)-1,4-dioxaspiro[4,4]nonane). Yield: 101.8%. The solvent is O1CCCC1 (tetrahydrofuran). Starting materials: NC1=CC=C(C=C1)C=1C(CC(NN1)=O)C (6-(p-aminophenyl)-4,5-dihydro-5-methyl-3(2H)-pyridazinone), CC1(C(C1)C(=O)Cl)C (2,2-dimethylcyclopropanecarboxylic acid chloride). Solvent: O1CCCC1 (tetrahydrofuran). The product is CC1(C(C1)C(=O)NC1=CC=C(C=C1)C=1C(CC(NN1)=O)C)C (4,5-dihydro-6-[p-(2,2-dimethylcyclopropylcarbonylamino)-phenyl]-5-methyl-3(2H)-pyridazinone). Isolated yield 65.7%. Reaction SMILES: [NH2:1][C:2]1[CH:7]=[CH:6][C:5]([C:8]2[CH:9]([CH3:15])[CH2:10][C:11](=[O:14])[NH:12][N:13]=2)=[CH:4][CH:3]=1.[CH3:16][C:17]1([CH3:23])[CH2:19][CH:18]1[C:20](Cl)=[O:21]>O1CCCC1>[CH3:16][C:17]1([CH3:23])[CH2:19][CH:18]1[C:20]([NH:1][C:2]1[CH:7]=[CH:6][C:5]([C:8]2[CH:9]([CH3:15])[CH2:10][C:11](=[O:14])[NH:12][N:13]=2)=[CH:4][CH:3]=1)=[O:21]. Procedure: Using a method similar to that of Example 4, 6.0 g (29.5 millimoles) of 6-(p-aminophenyl)-4,5-dihydro-5-methyl-3(2H)-pyridazinone are reacted with 4.7 g (35.4 millimoles) of 2,2-dimethylcyclopropanecarboxylic acid chloride in 150 ml of absolute tetrahydrofuran. The mixture is concentrated to about 70 ml, water is added and the product is filtered off, washed with water and recrystallized twice from dimethylformamide/water, giving 5.8 g (66% of theory) of 4,5-dihydro-6-[p-(2,2-dimethylcyclopropyl... The reactants are C(C)(=O)OCC (ethyl acetate), ice, BrBr (bromine), CC1=C(SC=C1)C=O (3-methyl-2-thiophenecarboxaldehyde). The solvent is C(Cl)(Cl)Cl (chloroform). The product is BrC1=CC(=C(S1)C=O)C (5-bromo-3-methyl-2-thiophenecarboxaldehyde). RXN SMILES: [CH3:1][C:2]1[CH:6]=[CH:5][S:4][C:3]=1[CH:7]=[O:8].[Br:9]Br.C(OCC)(=O)C>C(Cl)(Cl)Cl>[Br:9][C:5]1[S:4][C:3]([CH:7]=[O:8])=[C:2]([CH3:1])[CH:6]=1. Procedure: 26 g of 3-methyl-2-thiophenecarboxaldehyde was dissolved in 100 ml of chloroform and the solution was stirred by cooling with ice 11 ml of bromine was added dropwise thereto. The temperature was elevated to room temperature and the mixture was stirred overnight. About 1 l of ethyl acetate was added thereto and the mixture was washed with water, then with a saturated aqueous sodium hydrogencarbonate solution and finally with a saturated aqueous common salt solution. After drying over anhydrous ma... The reactants are CC1(C)C(=O)NC(=O)N1CCNc1ncc(Br)c(-c2cc3c(s2)CCNC3)n1, CC(=O)O[BH-](OC(C)=O)OC(C)=O, CC(C)=O, ClCCl, [Na+], O. Product: CC(C)N1CCc2sc(-c3nc(NCCN4C(=O)NC(=O)C4(C)C)ncc3Br)cc2C1. As a reaction SMILES: [Br:1][c:2]1[c:3](-[c:20]2[cH:21][c:22]3[c:27]([s:28]2)[CH2:26][CH2:25][NH:24][CH2:23]3)[n:4][c:5]([NH:8][CH2:9][CH2:10][N:11]2[C:12](=[O:19])[NH:13][C:14](=[O:18])[C:15]2([CH3:16])[CH3:17])[n:6][cH:7]1.[C:33]([O:34][BH-:35]([O:36][C:37](=[O:38])[CH3:39])[O:40][C:41](=[O:42])[CH3:43])(=[O:44])[CH3:45].[CH3:29][C:30]([CH3:31])=[O:32].[Cl:47][CH2:48][Cl:49].[Na+:46].[OH2:50]>>[Br:1][c:2]1[c:3](-[c:20]2[cH:21][c:22]3[c:27]([s:28]2)[CH2:26][CH2:25][N:24]([CH:30]([CH3:29])[CH3:31])[CH2:23]3)[n:4][c:5]([NH:8][CH2:9][CH2:10][N:11]2[C:12](=[O:19])[NH:13][C:14](=[O:18])[C:15]2([CH3:16])[CH3:17])[n:6][cH:7]1. Starting materials: ClC(=O)N1C2=C(NC(C3=C1C=CC=C3)=O)C=CC=N2 (11-(chlorocarbonyl)-5,11-dihydro-6H-pyrido[2,3-b][1,4]benzodiazepin-6-one), N1(CCCCC1)CCC1CCN(CC1)CCN (2-[4-[2-(piperidin-1-yl)ethyl]-piperidin-1-yl]ethanamine). Solvent: C(C)#N (acetonitrile). The product is Cl.N1(CCCCC1)CCC1CCN(CC1)CCNC(=O)N1C2=C(NC(C3=C1C=CC=C3)=O)C=CC=N2 (5,11-Dihydro-11-[[[2-[4-[2-(piperidin-1-yl)ethyl]-piperidin-1-yl]ethyl]amino]carbonyl]-6H-pyrido[2,3-b][1,4]benzodiazepin-6-one hydrochloride). Isolated yield 50.0%. RXN SMILES: [Cl:1][C:2]([N:4]1[C:10]2[CH:11]=[CH:12][CH:13]=[CH:14][C:9]=2[C:8](=[O:15])[NH:7][C:6]2[CH:16]=[CH:17][CH:18]=[N:19][C:5]1=2)=[O:3].[N:20]1([CH2:26][CH2:27][CH:28]2[CH2:33][CH2:32][N:31]([CH2:34][CH2:35][NH2:36])[CH2:30][CH2:29]2)[CH2:25][CH2:24][CH2:23][CH2:22][CH2:21]1>C(#N)C>[ClH:1].[N:20]1([CH2:26][CH2:27][CH:28]2[CH2:29][CH2:30][N:31]([CH2:34][CH2:35][NH:36][C:2]([N:4]3[C:10]4[CH:11]=[CH:12][CH:13]=[CH:14][C:9]=4[C:8](=[O:15])[NH:7][C:6]4[CH:16]=[CH:17][CH:18]=[N:19][C:5]3=4)=[O:3])[CH2:32][CH2:33]2)[CH2:25][CH2:24][CH2:23][CH2:22][CH2:21]1 |f:3.4|. Procedure: Prepared analogously to Example 1 from 11-(chlorocarbonyl)-5,11-dihydro-6H-pyrido[2,3-b][1,4]benzodiazepin-6-one and 2-[4-[2-(piperidin-1-yl)ethyl]-piperidin-1-yl]ethanamine in a yield of 50% of theory. Colourless crystals, m.p. 223° C. (D.) (acetonitrile). Starting materials: N=C1CCCCN1OCc1ccccc1, CO, Cl. Reaction SMILES: [CH2:2]([c:3]1[cH:4][cH:5][cH:6][cH:7][cH:8]1)[O:9][N:10]1[C:11](=[NH:16])[CH2:12][CH2:13][CH2:14][CH2:15]1.[CH3:17][OH:18].[ClH:1]>>[ClH:1].[OH:9][N:10]1[C:11](=[NH:16])[CH2:12][CH2:13][CH2:14][CH2:15]1. Yields the product Cl, N=C1CCCCN1O. The reactants are COc1ccc(C(=O)Cl)c(OC)c1, CC(C)NC(C)C, ClCCl. Product: COc1ccc(C(=O)N(C(C)C)C(C)C)c(OC)c1. Reaction SMILES: [CH3:1][O:2][c:3]1[c:4]([C:5](=[O:6])[Cl:7])[cH:8][cH:9][c:10]([O:12][CH3:13])[cH:11]1.[CH:14]([CH3:15])([CH3:16])[NH:17][CH:18]([CH3:19])[CH3:20].[Cl:21][CH2:22][Cl:23]>>[CH3:1][O:2][c:3]1[c:4]([C:5](=[O:6])[N:17]([CH:14]([CH3:15])[CH3:16])[CH:18]([CH3:19])[CH3:20])[cH:8][cH:9][c:10]([O:12][CH3:13])[cH:11]1.